This data is from the Open Reaction Database (ORD), a public repository of structured organic reaction records. The task is: describe an organic reaction: reactants, conditions, products, and yield Starting materials: O=C(n1ccnc1)n1ccnc1, O=C([O-])O, CC#N, Cl, Cc1ccc(C(=O)O)c(N)c1, NC1CCC(=O)NC1=O, [Na+]. The product is Cc1ccc(C(=O)NC2CCC(=O)NC2=O)c(N)c1. RXN SMILES: [C:12]([n:13]1[cH:14][cH:15][n:16][cH:17]1)([n:18]1[cH:19][cH:20][n:21][cH:22]1)=[O:23].[C:34](=[O:35])([O-:36])[OH:37].[CH3:39][C:40]#[N:41].[ClH:24].[NH2:1][c:2]1[c:3]([C:4](=[O:5])[OH:6])[cH:7][cH:8][c:9]([CH3:11])[cH:10]1.[NH2:25][CH:26]1[C:27](=[O:33])[NH:28][C:29](=[O:32])[CH2:30][CH2:31]1.[Na+:38]>>[NH2:1][c:2]1[c:3]([C:4](=[O:6])[NH:25][CH:26]2[C:27](=[O:33])[NH:28][C:29](=[O:32])[CH2:30][CH2:31]2)[cH:7][cH:8][c:9]([CH3:11])[cH:10]1. The reactants are C(=O)([O-])[O-].[K+].[K+] (K2CO3), NC1=CC=C(C(=O)O)C=C1 (4-aminobenzoic acid), C12C3C(C(C=C1)CC2)C(=O)OC3=O (bicyclo[2.2.2]oct-5-en-2,3-dicarboxylic anhydride). The solvent is O (H2O). Run at time 18 hour. The product is C(=O)(O)C1=CC=C(C=C1)N1C(=O)C2C3C=CC(C2C1=O)CC3 (N-(4-carboxyphenyl)-bicyclo[2.2.2]oct-5-en-2,3-dicarboximide). RXN SMILES: C([O-])([O-])=O.[K+].[K+].[NH2:7][C:8]1[CH:16]=[CH:15][C:11]([C:12]([OH:14])=[O:13])=[CH:10][CH:9]=1.[CH:17]12[CH2:24][CH2:23][CH:20]([CH:21]=[CH:22]1)[CH:19]1[C:25]([O:27][C:28](=O)[CH:18]21)=[O:26]>O>[C:12]([C:11]1[CH:15]=[CH:16][C:8]([N:7]2[C:25](=[O:26])[CH:19]3[CH:18]([CH:17]4[CH2:24][CH2:23][CH:20]3[CH:21]=[CH:22]4)[C:28]2=[O:27])=[CH:9][CH:10]=1)([OH:14])=[O:13] |f:0.1.2|. Procedure: To a solution of K2CO3 (5.88 g, 42.5 mmol) in H2O (100 mL) was added 4-aminobenzoic acid (5.83 g, 42.5 mmol) and bicyclo[2.2.2]oct-5-en-2,3-dicarboxylic anhydride (7.20 g, 40.4 mmol). The reaction mixture was stirred at room temperature for 18 hrs. and then washed with ethylacetate (EtOAc) (75 ml,). The aqueous phase was acidified with conc. HCl until the pH reached 1. The precipitated crystals were filtered and dried: 11.77 g (98%), mp=269° C. The reactants are CC(C)(C)OC(=O)NC1CSC(c2ccccc2)CN(CC2CC2)C1=O, ClCCl, O=C(O)C(F)(F)F. Yields the product NC1CSC(c2ccccc2)CN(CC2CC2)C1=O. As a reaction SMILES: [CH:8]1([CH2:11][N:12]2[CH2:13][CH:14]([c:28]3[cH:29][cH:30][cH:31][cH:32][cH:33]3)[S:15][CH2:16][CH:17]([NH:20][C:21](=[O:22])[O:23][C:24]([CH3:25])([CH3:26])[CH3:27])[C:18]2=[O:19])[CH2:9][CH2:10]1.[Cl:34][CH2:35][Cl:36].[OH:1][C:2]([C:3]([F:4])([F:5])[F:6])=[O:7]>>[CH:8]1([CH2:11][N:12]2[CH2:13][CH:14]([c:28]3[cH:29][cH:30][cH:31][cH:32][cH:33]3)[S:15][CH2:16][CH:17]([NH2:20])[C:18]2=[O:19])[CH2:9][CH2:10]1. Reactants: [Pt+2] (platinum (II)), neodecanoic acids, N[C@H]1[C@H](CCCC1)N (cis-1,2-diaminocyclohexane), [Pt+2] (platinum (II)). Yields the product Complex #27, [Pt+2].N[C@H]1[C@H](CCCC1)N ((cis-1,2-diaminocyclohexane) platinum (II)). As a reaction SMILES: [NH2:1][C@@H:2]1[CH2:7][CH2:6][CH2:5][CH2:4][C@@H:3]1[NH2:8].[Pt+2:9]>>[Pt+2:9].[NH2:1][C@@H:2]1[CH2:7][CH2:6][CH2:5][CH2:4][C@@H:3]1[NH2:8] |f:2.3|. Reported procedure: Complex #27, cis-bis-neodecanoato (cis-1,2-diaminocyclohexane) platinum (II) was synthesized according to synthetic route #1 using an isomeric mixture of neodecanoic acids and cis-1,2-diaminocyclohexane (DACH). The general structure of cis-bis-Neodecanoato (cis-1,2-DACH) platinum (II) is as follows: ##STR33## where R,R' and R" are each methyl, ethyl, propyl or isopropyl and together have eight carbon atoms. Elemental analysis of cis-bis-Neodecanoato (cis-1,2-DACH) platinum (II) showed respective... Starting materials: N1C(C2(C3=CC=CC=C13)COC=1C2=CC2=C(OCO2)C1)=O (spiro[furo[2,3-f][1,3]benzodioxole-7,3′-indol]-2′(1′H)-one), BrCC=1OC(=CC1)C(F)(F)F (2-(bromomethyl)-5-(trifluoromethyl)furan), CC1(C=2C(OC1)=CC=1OCC3(C(NC4=CC=CC=C34)=O)C1C2)C (5,5-dimethyl-5,6-dihydrospiro[benzo[1,2-b:5,4-b′]difuran-3,3′-indol]-2′(1′H)-one), BrCCCC1CC1 ((3-bromopropyl)cyclopropane). The product is C1(CC1)CCCN1C(C2(C3=CC=CC=C13)COC=1C2=CC2=C(OCO2)C1)=O (1′-(3-cyclopropylpropyl)spiro[furo[2,3-f][1,3]benzodioxole-7,3′-indol]-2′(1′H)-one). As a reaction SMILES: [NH:1]1[C:9]2[C:4](=[CH:5][CH:6]=[CH:7][CH:8]=2)[C:3]2([C:13]3=[CH:14][C:15]4[O:19][CH2:18][O:17][C:16]=4[CH:20]=[C:12]3[O:11][CH2:10]2)[C:2]1=[O:21].CC1(C)COC2=CC3OC[C:32]4([C:42]=3[CH:43]=C12)[C:40]1[C:35](=CC=C[CH:39]=1)NC4=O.BrCCCC1CC1.BrCC1OC(C(F)(F)F)=CC=1>>[CH:40]1([CH2:32][CH2:42][CH2:43][N:1]2[C:9]3[C:4](=[CH:5][CH:6]=[CH:7][CH:8]=3)[C:3]3([C:13]4=[CH:14][C:15]5[O:19][CH2:18][O:17][C:16]=5[CH:20]=[C:12]4[O:11][CH2:10]3)[C:2]2=[O:21])[CH2:39][CH2:35]1. Reported procedure: Following the procedure described in EXAMPLE 10.21, and making non-critical variations using spiro[furo[2,3-f][1,3]benzodioxole-7,3′-indol]-2′(1′H)-one to replace 5,5-dimethyl-5,6-dihydrospiro[benzo[1,2-b:5,4-b′]difuran-3,3′-indol]-2′(1′H)-one, and (3-bromopropyl)cyclopropane to replace 2-(bromomethyl)-5-(trifluoromethyl)furan, the title compound was obtained (51%) as a white solid: mp 111-113° C.; MS (ES+) m/z 364.3 (M+1). Starting materials: FCCOC[C@H]1N(C[C@H](C1)SC1=C(N2C([C@@H]([C@H]2[C@H]1C)[C@@H](C)O)=O)C(=O)OCC1=CC=C(C=C1)[N+](=O)[O-])C(=O)OCC1=CC=C(C=C1)[N+](=O)[O-] (4-nitrobenzyl (4R,5S,6S)-3-[(2S,4S)-2-(2-fluoroethyloxymethyl)-1-(4-nitrobenzyloxycarbonyl)pyrrolidin-4-yl]thio-6-[(1R)-1-hydroxyethyl]-4-methyl-7-oxo-1-azabicyclo[3.2.0]hept-2-ene-2-carboxylate), [H][H] (hydrogen). The reagents and catalysts are [OH-].[OH-].[Pd+2] (palladium hydroxide on carbon). The solvent is O1CCCC1 (tetrahydrofuran), P(=O)([O-])([O-])[O-] (phosphate). The product is FCCOC[C@H]1NC[C@H](C1)SC1=C(N2C([C@@H]([C@H]2[C@H]1C)[C@@H](C)O)=O)C(=O)O ((4R,5S,6S)-3-[(2S,4S)-2-(2-fluoroethyloxymethyl)pyrrolidin-4-yl]thio-6-[(1R)-1-hydroxyethyl]-4-methyl-7-oxo-1-azabicyclo[3.2.0]hept-2-ene-2-carboxylic acid). Isolated yield 45.2%. RXN SMILES: [F:1][CH2:2][CH2:3][O:4][CH2:5][C@@H:6]1[CH2:10][C@H:9]([S:11][C:12]2[C@H:18]([CH3:19])[C@H:17]3[N:14]([C:15](=[O:23])[C@@H:16]3[C@H:20]([OH:22])[CH3:21])[C:13]=2[C:24]([O:26]CC2C=CC([N+]([O-])=O)=CC=2)=[O:25])[CH2:8][N:7]1C(OCC1C=CC([N+]([O-])=O)=CC=1)=O.[H][H]>O1CCCC1.P([O-])([O-])([O-])=O.[OH-].[OH-].[Pd+2]>[F:1][CH2:2][CH2:3][O:4][CH2:5][C@@H:6]1[CH2:10][C@H:9]([S:11][C:12]2[C@H:18]([CH3:19])[C@H:17]3[N:14]([C:15](=[O:23])[C@@H:16]3[C@H:20]([OH:22])[CH3:21])[C:13]=2[C:24]([OH:26])=[O:25])[CH2:8][NH:7]1 |f:4.5.6|. Procedure details: A solution of 4-nitrobenzyl (4R,5S,6S)-3-[(2S,4S)-2-(2-fluoroethyloxymethyl)-1-(4-nitrobenzyloxycarbonyl)pyrrolidin-4-yl]thio-6-[(1R)-1-hydroxyethyl]-4-methyl-7-oxo-1-azabicyclo[3.2.0]hept-2-ene-2-carboxylate (0.80 g) in a mixture of tetrahydrofuran (50 ml) and 0.1M phosphate buffer (pH 5.8) (50 ml) was stirred at ambient temperature for 5 hours in the presence of 20% palladium hydroxide on carbon (0.3 g) under atmospheric pressure of hydrogen. The catalyst was filtered off and the filtrate was ... The reactants are C(Cl)Cl (DCM), FC1=CC(=C(C=C1F)C=1C=CC(=NC1)C(=O)NCCC(=O)OCC)CO (ethyl 3-(5-(4,5-difluoro-2-(hydroxymethyl)phenyl)picolinamido)propanoate), C1=CC=C(C=C1)P(C2=CC=CC=C2)C3=CC=CC=C3 (PPh3), C(Br)(Br)(Br)Br (CBr4). The solvent is C(C)OCC (diethyl ether). The product is BrCC1=C(C=C(C(=C1)F)F)C=1C=CC(=NC1)C(=O)NCCC(=O)OCC (ethyl 3-(5-(2-(bromomethyl)-4,5-difluorophenyl)picolinamido)propanoate). RXN SMILES: [C:1]([Br:5])(Br)(Br)Br.C(Cl)Cl.[F:9][C:10]1[C:15]([F:16])=[CH:14][C:13]([C:17]2[CH:18]=[CH:19][C:20]([C:23]([NH:25][CH2:26][CH2:27][C:28]([O:30][CH2:31][CH3:32])=[O:29])=[O:24])=[N:21][CH:22]=2)=[C:12](CO)[CH:11]=1.C1C=CC(P(C2C=CC=CC=2)C2C=CC=CC=2)=CC=1>C(OCC)C>[Br:5][CH2:1][C:12]1[CH:11]=[C:10]([F:9])[C:15]([F:16])=[CH:14][C:13]=1[C:17]1[CH:18]=[CH:19][C:20]([C:23]([NH:25][CH2:26][CH2:27][C:28]([O:30][CH2:31][CH3:32])=[O:29])=[O:24])=[N:21][CH:22]=1. Procedure: Neat CBr4 (4.6 g, 13.7 mmol) was added to a 0° C., DCM solution (66 mL) of ethyl 3-(5-(4,5-difluoro-2-(hydroxymethyl)phenyl)picolinamido)propanoate (4.2 g, 11.4 mmol) and PPh3 (3.6 g, 13.7 mmol), the cold bath was removed, and the resulting mixture was allowed to warm to room temperature. After 2 h the resulting mixture was diluted with diethyl ether, filtered through a pad of CELITE, concentrated and purified via column chromatography to yield the title compound.